This data is from the Open Reaction Database (ORD), a public repository of structured organic reaction records. The task is: describe an organic reaction: reactants, conditions, products, and yield The reactants are Cn1cncc1Br, CCN(C(C)C)C(C)C, Cn1c(=O)cc(-c2cccc(C#C[Si](C)(C)C)c2)c2cc(C(=O)c3ccc(Cl)cc3)cnc21, ClCCl. Product: Cn1cncc1C(O)(c1ccc(Cl)cc1)c1cnc2c(c1)c(-c1cccc(C#C[Si](C)(C)C)c1)cc(=O)n2C. RXN SMILES: [Br:1][c:2]1[cH:3][n:4][cH:5][n:6]1[CH3:7].[CH:8]([N:9]([CH2:10][CH3:11])[CH:12]([CH3:13])[CH3:14])([CH3:15])[CH3:16].[Cl:17][c:18]1[cH:19][cH:20][c:21]([C:22](=[O:23])[c:24]2[cH:25][c:26]3[c:27](-[c:36]4[cH:37][c:38]([C:42]#[C:43][Si:44]([CH3:45])([CH3:46])[CH3:47])[cH:39][cH:40][cH:41]4)[cH:28][c:29](=[O:35])[n:30]([CH3:34])[c:31]3[n:32][cH:33]2)[cH:48][cH:49]1.[Cl:50][CH2:51][Cl:52]>>[c:2]1([C:22]([c:21]2[cH:20][cH:19][c:18]([Cl:17])[cH:49][cH:48]2)([OH:23])[c:24]2[cH:25][c:26]3[c:27](-[c:36]4[cH:37][c:38]([C:42]#[C:43][Si:44]([CH3:45])([CH3:46])[CH3:47])[cH:39][cH:40][cH:41]4)[cH:28][c:29](=[O:35])[n:30]([CH3:34])[c:31]3[n:32][cH:33]2)[cH:3][n:4][cH:5][n:6]1[CH3:7].